Dataset: the Open Reaction Database (ORD), a public repository of structured organic reaction records. Task: describe an organic reaction: reactants, conditions, products, and yield Reactants: C(#N)C=1N=CC(=NC1)NC1=NC=C(C(=C1)NCC1CN(CCC1)C(=O)OC(C)(C)C)[N+](=O)[O-] (tert-Butyl 3-((2-(5-cyanopyrazin-2-ylamino)-5-nitropyridin-4-ylamino)methyl)piperidine-1-carboxylate), O.[Sn](Cl)Cl (tin (II) chloride hydrate). Solvent: C(C)O (ethanol). Reaction conditions: temperature 70 celsius. Yields the product NC=1C(=CC(=NC1)NC1=NC=C(N=C1)C#N)NCC1CN(CCC1)C(=O)OC(C)(C)C (tert-butyl 3-((5-amino-2-(5-cyanopyrazin-2-ylamino)pyridin-4-ylamino)methyl)piperidine-1-carboxylate). Isolated yield 56.2%. Reaction SMILES: [C:1]([C:3]1[N:4]=[CH:5][C:6]([NH:9][C:10]2[CH:15]=[C:14]([NH:16][CH2:17][CH:18]3[CH2:23][CH2:22][CH2:21][N:20]([C:24]([O:26][C:27]([CH3:30])([CH3:29])[CH3:28])=[O:25])[CH2:19]3)[C:13]([N+:31]([O-])=O)=[CH:12][N:11]=2)=[N:7][CH:8]=1)#[N:2].O.[Sn](Cl)Cl>C(O)C>[NH2:31][C:13]1[C:14]([NH:16][CH2:17][CH:18]2[CH2:23][CH2:22][CH2:21][N:20]([C:24]([O:26][C:27]([CH3:30])([CH3:29])[CH3:28])=[O:25])[CH2:19]2)=[CH:15][C:10]([NH:9][C:6]2[CH:5]=[N:4][C:3]([C:1]#[N:2])=[CH:8][N:7]=2)=[N:11][CH:12]=1 |f:1.2|. Reported procedure: tert-Butyl 3-((2-(5-cyanopyrazin-2-ylamino)-5-nitropyridin-4-ylamino)methyl)piperidine-1-carboxylate (265 mg, 0.583 mmol) was dissolved in ethanol (20 mL) and tin (II) chloride hydrate (658 mg, 2.92 mmol) was added. The suspension was heated for 30 min at 70° C. Solvents were removed by evaporation and the residue was dissolved in ethyl acetate and aqueous saturated sodium hydrogen carbonate. The mixture was filtered and the residue was washed thoroughly with ethyl acetate. The two phases of the... Reactants: BrC1=CC=C(C=C1)C(C\C(=N/O)\C=1C=CC(N(C1)C)=O)C1=C(C=C(C=C1)Cl)C (5-{3-(4-Bromo-phenyl)-3-(4-chloro-2-methyl-phenyl)-1-[(E)-hydroxyimino]-propyl}-1-methyl-1H-pyridin-2-one), C(#N)C1=CC=C(C=C1)B(O)O (4-cyanophenylboronic acid), O (water), C([O-])([O-])=O.[Na+].[Na+] (sodium carbonate). The reagents and catalysts are [CH-]1C=CC(=C1)P(C2=CC=CC=C2)C3=CC=CC=C3.[CH-]1C=CC(=C1)P(C2=CC=CC=C2)C3=CC=CC=C3.Cl[Pd]Cl.[Fe+2] (dichloro(1,1′-bis(diphenylphosphino)ferrocene)palladium(II) dichloromethane adduct). Solvent: O1CCOCC1 (1,4-dioxane). The product is ClC1=CC(=C(C=C1)C(C\C(\C1=CN(C(C=C1)=O)C)=N/O)C1=CC=C(C=C1)C1=CC=C(C=C1)C#N)C ((E)-4′-(1-(4-Chloro-2-methylphenyl)-3-(hydroxyimino)-3-(1-methyl-6-oxo-1,6-dihydropyridin-3-yl)propyl)biphenyl-4-carbonitrile). As a reaction SMILES: Br[C:2]1[CH:7]=[CH:6][C:5]([CH:8]([C:21]2[CH:26]=[CH:25][C:24]([Cl:27])=[CH:23][C:22]=2[CH3:28])[CH2:9]/[C:10](/[C:13]2[CH:14]=[CH:15][C:16](=[O:20])[N:17]([CH3:19])[CH:18]=2)=[N:11]\[OH:12])=[CH:4][CH:3]=1.[C:29]([C:31]1[CH:36]=[CH:35][C:34](B(O)O)=[CH:33][CH:32]=1)#[N:30].O.C(=O)([O-])[O-].[Na+].[Na+]>O1CCOCC1.[CH-]1C=C(P(C2C=CC=CC=2)C2C=CC=CC=2)C=C1.[CH-]1C=C(P(C2C=CC=CC=2)C2C=CC=CC=2)C=C1.Cl[Pd]Cl.[Fe+2]>[Cl:27][C:24]1[CH:25]=[CH:26][C:21]([CH:8]([C:5]2[CH:4]=[CH:3][C:2]([C:34]3[CH:35]=[CH:36][C:31]([C:29]#[N:30])=[CH:32][CH:33]=3)=[CH:7][CH:6]=2)[CH2:9]/[C:10](=[N:11]\[OH:12])/[C:13]2[CH:14]=[CH:15][C:16](=[O:20])[N:17]([CH3:19])[CH:18]=2)=[C:22]([CH3:28])[CH:23]=1 |f:3.4.5,7.8.9.10|. Reported procedure: In analogy to example 166, step 1, 5-{3-(4-bromo-phenyl)-3-(4-chloro-2-methyl-phenyl)-1-[(E)-hydroxyimino]-propyl}-1-methyl-1H-pyridin-2-one (example 226, step 4) was reacted with 4-cyanophenylboronic acid (CAS RN: [126747-14-6]) in the presence of dichloro(1,1′-bis(diphenylphosphino)ferrocene)palladium(II) dichloromethane adduct in a mixture of 1,4-dioxane, water and 2 M aqueous sodium carbonate solution to give the title compound containing 10% of the corresponding Z isomer as a white solid, M...